The task is: describe an organic reaction: reactants, conditions, products, and yield. This data is from the Open Reaction Database (ORD), a public repository of structured organic reaction records. Reactants: CI, CN(C)C=O, Cc1nc2cnccc2[nH]1, [H-], [Na+]. Yields the product c1cc2[nH]cnc2cn1. Reaction SMILES: [CH3:13][I:14].[CH3:15][N:16]([CH3:17])[CH:18]=[O:19].[CH3:1][c:2]1[nH:3][c:4]2[c:5]([cH:6][n:7][cH:8][cH:9]2)[n:10]1.[H-:11].[Na+:12]>>[cH:2]1[nH:3][c:4]2[c:5]([cH:6][n:7][cH:8][cH:9]2)[n:10]1. Starting materials: O (water), BrC=1C=NN(C(C1Br)=O)CC(=O)NCC1=CC=NC=C1 (2-(4,5-dibromo-6-oxopyridazin-1(6H)-yl)-N-(pyridin-4-ylmethyl)acetamide), CC1C2CC(C2(C)C)CC1O ((1R,2R,3R,5S)-(−)-isopinocampheol), [H-].[Na+] (sodium hydride). Run in O1CCOCC1 (1,4-dioxane). Reaction conditions: temperature 100 celsius, time 5 day. The product is BrC1=C(C=NN(C1=O)CC(=O)NCC1=CC=NC=C1)O[C@H]1[C@@H]([C@@H]2C([C@H](C1)C2)(C)C)C (2-[5-Bromo-6-oxo-4-{[(1R,2R,3R,5S)-2,6,6-trimethylbicyclo[3.1.1]hept-3-yl]oxy}pyridazin-1(6H)-yl]-N-(pyridin-4-ylmethyl)acetamide). Yield: 2.9%. RXN SMILES: Br[C:2]1[CH:3]=[N:4][N:5]([CH2:10][C:11]([NH:13][CH2:14][C:15]2[CH:20]=[CH:19][N:18]=[CH:17][CH:16]=2)=[O:12])[C:6](=[O:9])[C:7]=1[Br:8].[CH3:21][CH:22]1[CH:30]([OH:31])[CH2:29][CH:25]2[C:26]([CH3:28])([CH3:27])[CH:23]1[CH2:24]2.[H-].[Na+].O>O1CCOCC1>[Br:8][C:7]1[C:6](=[O:9])[N:5]([CH2:10][C:11]([NH:13][CH2:14][C:15]2[CH:20]=[CH:19][N:18]=[CH:17][CH:16]=2)=[O:12])[N:4]=[CH:3][C:2]=1[O:31][C@@H:30]1[CH2:29][C@@H:25]2[CH2:24][C@@H:23]([C:26]2([CH3:28])[CH3:27])[C@H:22]1[CH3:21] |f:2.3|. Procedure: To 2-(4,5-dibromo-6-oxopyridazin-1(6H)-yl)-N-(pyridin-4-ylmethyl)acetamide (50 mg, 0.124 mmol) and (1R,2R,3R,5S)-(−)-isopinocampheol (50 mg, 0.324 mmol) in 1,4-dioxane (2 mL), sodium hydride (15 mg, 0.313 mmol) was added at 0° C., and stirred at 100° C. for 5 days. After completion of the reaction, the reaction mixture was mixed with water and extracted with chloroform and ethyl acetate. The combined organic layer was evaporated under reduced pressure. The resulting residue was purified by silic... Reactants: FC1=C(C(=C(C=C1OC)OC)F)C1=CC2=C(C=N1)C(=NN2C2OCCCC2)I (6-(2,6-difluoro-3,5-dimethoxyphenyl)-3-iodo-1-(tetrahydro-2H-pyran-2-yl)-1H-pyrazolo[4,3-c]pyridine), CN(CCN1C(C2=CC=C(C=C2C1)B1OC(C(O1)(C)C)(C)C)=O)C (2-[2-(dimethylamino)ethyl]-5-(4,4,5,5-tetramethyl-1,3,2-dioxaborolan-2-yl)isoindolin-1-one). Product: FC1=C(C(=C(C=C1OC)OC)F)C1=CC2=C(C=N1)C(=NN2)C=2C=C1CN(C(C1=CC2)=O)CCN(C)C (5-[6-(2,6-difluoro-3,5-dimethoxyphenyl)-1H-pyrazolo[4,3-c]pyridin-3-yl]-2-[2-(dimethylamino)ethyl]isoindolin-1-one). RXN SMILES: [F:1][C:2]1[C:7]([O:8][CH3:9])=[CH:6][C:5]([O:10][CH3:11])=[C:4]([F:12])[C:3]=1[C:13]1[N:18]=[CH:17][C:16]2[C:19](I)=[N:20][N:21](C3CCCCO3)[C:15]=2[CH:14]=1.[CH3:29][N:30]([CH3:52])[CH2:31][CH2:32][N:33]1[CH2:41][C:40]2[C:35](=[CH:36][CH:37]=[C:38](B3OC(C)(C)C(C)(C)O3)[CH:39]=2)[C:34]1=[O:51]>>[F:1][C:2]1[C:7]([O:8][CH3:9])=[CH:6][C:5]([O:10][CH3:11])=[C:4]([F:12])[C:3]=1[C:13]1[N:18]=[CH:17][C:16]2[C:19]([C:38]3[CH:39]=[C:40]4[C:35](=[CH:36][CH:37]=3)[C:34](=[O:51])[N:33]([CH2:32][CH2:31][N:30]([CH3:52])[CH3:29])[CH2:41]4)=[N:20][NH:21][C:15]=2[CH:14]=1. Procedure details: This compound was prepared by using procedures analogous to those described for the synthesis of Example 52, Step 8 starting from 6-(2,6-difluoro-3,5-dimethoxyphenyl)-3-iodo-1-(tetrahydro-2H-pyran-2-yl)-1H-pyrazolo[4,3-c]pyridine and 2-[2-(dimethylamino)ethyl]-5-(4,4,5,5-tetramethyl-1,3,2-dioxaborolan-2-yl)isoindolin-1-one. LCMS (M+H)+=494.3. Reactants: O=c1cc(CCl)c2cc(Br)c(O)cc2o1, O. Yields the product O=c1cc(CO)c2cc(Br)c(O)cc2o1. Reaction SMILES: [Br:1][c:2]1[cH:3][c:4]2[c:5]([CH2:14][Cl:15])[cH:6][c:7](=[O:13])[o:8][c:9]2[cH:10][c:11]1[OH:12].[OH2:16]>>[Br:1][c:2]1[cH:3][c:4]2[c:5]([CH2:14][OH:16])[cH:6][c:7](=[O:13])[o:8][c:9]2[cH:10][c:11]1[OH:12]. Starting materials: C(=O)(N1C=NC=C1)N1C=NC=C1 (carbonyldiimidazole), Cl (hydrochloride), solution, Cl (hydrochloric acid), Cl.Cl[C@@H]1CCC([C@@H]2CNC[C@H]12)(C1=CC=CC=C1)C1=CC=CC=C1 ((3aR, 7R,7aR)-7-chloro-4,4-diphenylperhydroisoindole hydrochloride), CN(C1=C(C=CC=C1)CC(=O)O)C ((2-dimethylaminophenyl)acetic acid). Run in ClCCl (dichloromethane), C(C)OCC (ethyl ether), C(C)N(CC)CC (triethylamine), C(C)OCC (ethyl ether), ClCCl (dichloromethane), ClCCl (dichloromethane), ClCCl (dichloromethane). Reaction conditions: temperature 4 celsius, time 1 hour. Yields the product Cl.Cl[C@@H]1CCC([C@@H]2CN(C[C@H]12)C(CC1=C(C=CC=C1)N(C)C)=O)(C1=CC=CC=C1)C1=CC=CC=C1 ((3aR, 7R,7aR)-7-chloro-2-[(2-dimethylaminophenyl)acetyl]-4,4diphenylperhydroisoindole hydrochloride). Isolated yield 54.7%. Reaction SMILES: C(N1C=CN=C1)(N1C=CN=C1)=O.[CH3:13][N:14]([CH3:25])[C:15]1[CH:20]=[CH:19][CH:18]=[CH:17][C:16]=1[CH2:21][C:22]([OH:24])=O.Cl.[Cl:27][C@H:28]1[C@@H:36]2[C@@H:32]([CH2:33][NH:34][CH2:35]2)[C:31]([C:43]2[CH:48]=[CH:47][CH:46]=[CH:45][CH:44]=2)([C:37]2[CH:42]=[CH:41][CH:40]=[CH:39][CH:38]=2)[CH2:30][CH2:29]1.Cl>ClCCl.C(OCC)C.C(N(CC)CC)C>[ClH:27].[Cl:27][C@H:28]1[C@@H:36]2[C@@H:32]([CH2:33][N:34]([C:22](=[O:24])[CH2:21][C:16]3[CH:17]=[CH:18][CH:19]=[CH:20][C:15]=3[N:14]([CH3:13])[CH3:25])[CH2:35]2)[C:31]([C:37]2[CH:42]=[CH:41][CH:40]=[CH:39][CH:38]=2)([C:43]2[CH:48]=[CH:47][CH:46]=[CH:45][CH:44]=2)[CH2:30][CH2:29]1 |f:2.3,8.9|. Procedure details: 0.17 g of carbonyldiimidazole is added to a solution, cooled to +4° C. of 0.19 g of (2-dimethylaminophenyl)acetic acid in 15 cm3 of dry dichloromethane. The mixture is stirred for one hour at 4° C. and then a solution of 0.35 g of (3aR, 7R,7aR)-7-chloro-4,4-diphenylperhydroisoindole hydrochloride in 10 cm3 of dry dichloromethane is added followed by a solution of 0.15 cm3 of triethylamine in 10 cm3 of dry dichloromethane. The reaction mixture is stirred at room temperature for 20 hours and then ... Starting materials: B, COc1cc(C=O)cc(OC)c1, CO, CC(N)C(O)c1ccc(O)c(NS(C)(=O)=O)c1, c1ccncc1. The product is COc1cc(CNC(C)C(O)c2ccc(O)c(NS(C)(=O)=O)c2)cc(OC)c1. As a reaction SMILES: [BH3:7].[CH3:25][O:26][c:27]1[cH:28][c:29]([CH:30]=[O:31])[cH:32][c:33]([O:35][CH3:36])[cH:34]1.[CH3:37][OH:38].[NH2:8][CH:9]([CH:10]([OH:11])[c:12]1[cH:13][cH:14][c:15]([OH:23])[c:16]([NH:18][S:19](=[O:20])(=[O:21])[CH3:22])[cH:17]1)[CH3:24].[n:1]1[cH:2][cH:3][cH:4][cH:5][cH:6]1>>[NH:8]([CH:9]([CH:10]([OH:11])[c:12]1[cH:13][cH:14][c:15]([OH:23])[c:16]([NH:18][S:19](=[O:20])(=[O:21])[CH3:22])[cH:17]1)[CH3:24])[CH2:30][c:29]1[cH:28][c:27]([O:26][CH3:25])[cH:34][c:33]([O:35][CH3:36])[cH:32]1. Starting materials: OC=1C=C(C=CC1O)NC(=O)NNS(=O)(=O)NC(=O)N1C([C@H](C1)NC(OCC1=CC=CC=C1)=O)=O ((S)-[1-[[[[2-[[(3,4-dihydroxyphenyl)amino]carbonyl]hydrazino]sulfonyl]amino]carbonyl]-2-oxo-3-azetidinyl]carbamic acid, phenylmethyl ester), FC(C(=O)O)(F)F (trifluoroacetic acid), C1(=CC=CC=C1)SC (thioanisole). Solvent: CCOCC (ether). Conditions: time 8 hour. Product: N[C@@H]1C(N(C1)C(=O)NS(=O)(=O)NNC(=O)NC1=CC(=C(C=C1)O)O)=O ((S)-3 -Amino-1-[[[[2-[[(3,4-dihydroxyphenyl)amino]carbonyl]hydrazino]sulfonyl]amino]carbonyl]-2-oxoazetidine). RXN SMILES: [OH:1][C:2]1[CH:3]=[C:4]([NH:9][C:10]([NH:12][NH:13][S:14]([NH:17][C:18]([N:20]2[CH2:23][C@H:22]([NH:24]C(=O)OCC3C=CC=CC=3)[C:21]2=[O:35])=[O:19])(=[O:16])=[O:15])=[O:11])[CH:5]=[CH:6][C:7]=1[OH:8].FC(F)(F)C(O)=O.C1(SC)C=CC=CC=1>CCOCC>[NH2:24][C@H:22]1[CH2:23][N:20]([C:18]([NH:17][S:14]([NH:13][NH:12][C:10]([NH:9][C:4]2[CH:5]=[CH:6][C:7]([OH:8])=[C:2]([OH:1])[CH:3]=2)=[O:11])(=[O:16])=[O:15])=[O:19])[C:21]1=[O:35]. Procedure: At 0° C., 1.02 g (2.0 mmol) of (S)-[1-[[[[2-[[(3,4-dihydroxyphenyl)amino]carbonyl]hydrazino]sulfonyl]amino]carbonyl]-2-oxo-3-azetidinyl]carbamic acid, phenylmethyl ester was added to a mixture of 3.31 ml of trifluoroacetic acid and 0.78 ml (6.63 mmol) of thioanisole. After stirring overnight at room temperature, the dark brown solution was dropped into 40 ml of dry ether (0° C.) and the precipitated material was collected by suction (1.15 g) and stirred with 10 ml of dry dichloromethane; yield: ... The reactants are TEA, C(C)=NO (acetaldoxime), ClN1C(CCC1=O)=O (N-chlorosuccinimide), C(=C)(C)C1=CC=C(C=C1)CC(=O)N[C@H](C)C1=NC=C(C=C1)OCC(F)(F)F (2-(4-Isopropenylphenyl)-N-{(1R)-1-[5-(2,2,2-trifluoroethoxy)pyridin-2-yl]ethyl}acetamide). Conditions: time 3 hour. Product: CC1=NOC(C1)(C)C1=CC=C(C=C1)CC(=O)N[C@H](C)C1=NC=C(C=C1)OCC(F)(F)F (2-[4-(3,5-dimethyl-4,5-dihydro-isoxazol-5-yl)phenyl]-N-{(1R)-1-[5-(2,2,2-trifluoroethoxy)pyridin-2-yl]ethyl}acetamide). Isolated yield 23.0%. Reaction SMILES: [CH:1](=[N:3][OH:4])[CH3:2].ClN1C(=O)CCC1=O.[C:13]([C:16]1[CH:21]=[CH:20][C:19]([CH2:22][C:23]([NH:25][C@@H:26]([C:28]2[CH:33]=[CH:32][C:31]([O:34][CH2:35][C:36]([F:39])([F:38])[F:37])=[CH:30][N:29]=2)[CH3:27])=[O:24])=[CH:18][CH:17]=1)([CH3:15])=[CH2:14]>>[CH3:2][C:1]1[CH2:15][C:13]([C:16]2[CH:17]=[CH:18][C:19]([CH2:22][C:23]([NH:25][C@@H:26]([C:28]3[CH:33]=[CH:32][C:31]([O:34][CH2:35][C:36]([F:39])([F:37])[F:38])=[CH:30][N:29]=3)[CH3:27])=[O:24])=[CH:20][CH:21]=2)([CH3:14])[O:4][N:3]=1. Procedure: To a solution of acetaldoxime (14.1 mg, 0.238 mmol) was added N-chlorosuccinimide (31.8 mg, 0.238 mmol). The resulting mixture was stirred at room temperature for 3 h. 2-(4-Isopropenylphenyl)-N-{(1R)-1-[5-(2,2,2-trifluoroethoxy)pyridin-2-yl]ethyl}acetamide (90 mg, 0.24 mmol) was added, followed by the TEA (0.099 ml, 0.71 mmol), the resulting mixture was stirred at room temperature for 24 h. The reaction mixture was washed with saturated sodium bicarbonate solution and brine. Organics were extrac... The reactants are C(#N)C1=CC=C(C(=O)N)C=C1 (p-Cyanobenzamide), Cl.C(C)O (hydrochloric acid ethanol). Run in C(C)O (ethanol). Yields the product C(#N)C1=CC=C(C(=O)OCC)C=C1 (ethyl p-cyanobenzoate). Yield: 94.9%. Reaction SMILES: [C:1]([C:3]1[CH:11]=[CH:10][C:6]([C:7](N)=[O:8])=[CH:5][CH:4]=1)#[N:2].Cl.[CH2:13]([OH:15])[CH3:14]>C(O)C>[C:1]([C:3]1[CH:11]=[CH:10][C:6]([C:7]([O:15][CH2:13][CH3:14])=[O:8])=[CH:5][CH:4]=1)#[N:2] |f:1.2|. Procedure details: p-Cyanobenzamide (73.0 g, 0.5 mol) which has a purity of 99% or more and ethanol (460.3 g) were placed in a 2 l-separable flask, and the mixture was allowed to react at 78° C. for 12 hours while a 20% hydrochloric acid/ethanol solution (162.4 g) prepared in advance was added thereto with stirring. Gas chromatographic analysis revealed that the reaction mixture contained 83.1 g of ethyl p-cyanobenzoate (yield 95%). Subsequently, the reaction mixture was concentrated under reduced pressure, and wa... The reactants are Cc1cc(C(F)(F)F)nn1CC(=O)N1CCC(c2nc(C(=O)N(C)C3CCC(O)c4ccccc43)cs2)CC1, ClC(Cl)Cl. Yields the product Cc1cc(C(F)(F)F)nn1CC(=O)N1CCC(c2nc(C(=O)N(C)C3CCC(=O)c4ccccc43)cs2)CC1. As a reaction SMILES: [CH3:1][N:2]([C:3](=[O:4])[c:5]1[n:6][c:7]([CH:10]2[CH2:11][CH2:12][N:13]([C:16]([CH2:17][n:18]3[n:19][c:20]([C:24]([F:25])([F:26])[F:27])[cH:21][c:22]3[CH3:23])=[O:28])[CH2:14][CH2:15]2)[s:8][cH:9]1)[CH:29]1[CH2:30][CH2:31][CH:32]([OH:39])[c:33]2[cH:34][cH:35][cH:36][cH:37][c:38]21.[CH:40]([Cl:41])([Cl:42])[Cl:43]>>[CH3:1][N:2]([C:3](=[O:4])[c:5]1[n:6][c:7]([CH:10]2[CH2:11][CH2:12][N:13]([C:16]([CH2:17][n:18]3[n:19][c:20]([C:24]([F:25])([F:26])[F:27])[cH:21][c:22]3[CH3:23])=[O:28])[CH2:14][CH2:15]2)[s:8][cH:9]1)[CH:29]1[CH2:30][CH2:31][C:32](=[O:39])[c:33]2[cH:34][cH:35][cH:36][cH:37][c:38]21.